From a dataset of the Open Reaction Database (ORD), a public repository of structured organic reaction records. describe an organic reaction: reactants, conditions, products, and yield The reactants are N1=CC=C(C=C1)B(O)O (4-pyridylboronic acid), IC=1C(=NC=NC1)OC1=CC=C(C=C1)NC1=NN=C(C2=CC=CC=C12)C1=CC=CC=C1 (N-(4-(5-iodopyrimidin-4-yloxy)phenyl)-4-phenylphthalazin-1-amine), C([O-])([O-])=O.[Na+].[Na+] (sodium carbonate). Reagents/catalysts: C1=CC=C(C=C1)P([C-]2C=CC=C2)C3=CC=CC=C3.C1=CC=C(C=C1)P([C-]2C=CC=C2)C3=CC=CC=C3.Cl[Pd]Cl.[Fe+2] (1,1′-bis(diphenylphosphino)ferrocene-palladium dichloride). The solvent is C(Cl)Cl (DCM), O (water), O1CCOCC1 (dioxane), O (H2O). Reaction conditions: temperature 80 celsius, time 3 hour. The product is C1(=CC=CC=C1)C1=NN=C(C2=CC=CC=C12)NC1=CC=C(C=C1)OC1=NC=NC=C1C1=CC=NC=C1 (4-phenyl-N-(4-(5-(pyridin-4-yl)pyrimidin-4-yloxy)phenyl)phthalazin-1-amine). Reaction SMILES: [N:1]1[CH:6]=[CH:5][C:4](B(O)O)=[CH:3][CH:2]=1.I[C:11]1[C:12]([O:17][C:18]2[CH:23]=[CH:22][C:21]([NH:24][C:25]3[C:34]4[C:29](=[CH:30][CH:31]=[CH:32][CH:33]=4)[C:28]([C:35]4[CH:40]=[CH:39][CH:38]=[CH:37][CH:36]=4)=[N:27][N:26]=3)=[CH:20][CH:19]=2)=[N:13][CH:14]=[N:15][CH:16]=1.C(=O)([O-])[O-].[Na+].[Na+]>O1CCOCC1.C(Cl)Cl.O.C1C=CC(P(C2C=CC=CC=2)[C-]2C=CC=C2)=CC=1.C1C=CC(P(C2C=CC=CC=2)[C-]2C=CC=C2)=CC=1.Cl[Pd]Cl.[Fe+2]>[C:35]1([C:28]2[C:29]3[C:34](=[CH:33][CH:32]=[CH:31][CH:30]=3)[C:25]([NH:24][C:21]3[CH:22]=[CH:23][C:18]([O:17][C:12]4[C:11]([C:4]5[CH:5]=[CH:6][N:1]=[CH:2][CH:3]=5)=[CH:16][N:15]=[CH:14][N:13]=4)=[CH:19][CH:20]=3)=[N:26][N:27]=2)[CH:36]=[CH:37][CH:38]=[CH:39][CH:40]=1 |f:2.3.4,8.9.10.11|. Procedure details: A slurry of 4-pyridylboronic acid (0.0950 g, 0.773 mmol), 1,1′-bis(diphenylphosphino)ferrocene-palladium dichloride (0.0141 g, 0.0193 mmol), and N-(4-(5-iodopyrimidin-4-yloxy)phenyl)-4-phenylphthalazin-1-amine (0.200 g, 0.387 mmol) and sodium carbonate 2.0 M in H2O (0.387 ml, 0.773 mmol) in 1.5 mL dioxane was flushed with nitrogen, sealed, and heated to 80° C. The reaction became dark and solids dissolved after 1 h. After 3 h, the reaction was judged complete. The reaction was cooled and diluted... The reactants are Cl (HCl), Cl.FC(C=1C=C(C(=O)NCC(=O)N[C@H]2CC[C@H](CC2)NC(OC(C)(C)C)=O)C=CC1)(F)F (tert-Butyl cis-4-(2-(3-(trifluoromethyl)benzamido)acetamido)cyclohexylcarbamate hydrochloride salt), C1CCOC1.C(Cl)Cl (THF methylene chloride). Run in O1CCOCC1 (dioxane). Reaction conditions: time 20 hour. Product: Cl.N[C@H]1CC[C@H](CC1)NC(CNC(C1=CC(=CC=C1)C(F)(F)F)=O)=O (N-(2-(cis-4-amino-cyclohexylamino)-2-oxoethyl)-3-(trifluoromethyl)benzamide hydrochloride). Reaction SMILES: Cl.[F:2][C:3]([F:32])([F:31])[C:4]1[CH:5]=[C:6]([CH:28]=[CH:29][CH:30]=1)[C:7]([NH:9][CH2:10][C:11]([NH:13][C@@H:14]1[CH2:19][CH2:18][C@H:17]([NH:20]C(=O)OC(C)(C)C)[CH2:16][CH2:15]1)=[O:12])=[O:8].Cl.C1COCC1.C(Cl)[Cl:40]>O1CCOCC1>[ClH:40].[NH2:20][C@@H:17]1[CH2:16][CH2:15][C@H:14]([NH:13][C:11](=[O:12])[CH2:10][NH:9][C:7](=[O:8])[C:6]2[CH:28]=[CH:29][CH:30]=[C:4]([C:3]([F:32])([F:31])[F:2])[CH:5]=2)[CH2:19][CH2:18]1 |f:0.1,3.4,6.7|. Procedure: tert-Butyl cis-4-(2-(3-(trifluoromethyl)benzamido)acetamido)cyclohexylcarbamate hydrochloride salt (350 mg, 0.79 mmol, 1 eq) was dissolved in dioxane (5 mL) at room temperature then 4N HCl (1.97 mL, 7.9 mmol, 10 eq) was added. Stirred for 20 hours. The reaction was stripped 4 times from 1:1 THF/methylene chloride (20 mL) to give N-(2-(cis-4-amino-cyclohexylamino)-2-oxoethyl)-3-(trifluoromethyl)benzamide hydrochloride (300 mg) as a white amorphous solid. MS found: (M+H)+=344.32. Starting materials: IC1CCCC1 (iodocyclopentane), CC1=C(C=C(C=C1)[C@]1(O)[C@H](O)[C@@H](O)[C@H](O)[C@H](O1)CO)CC1=CC=C(C=C1)O (1-methyl-4-(β-D-glucopyranos-1-yl)-2-(4-hydroxybenzyl)-benzene), C([O-])([O-])=O.[Cs+].[Cs+] (cesium carbonate), C([O-])([O-])=O.[Cs+].[Cs+] (cesium carbonate), IC1CCCC1 (iodocyclopentane). Solvent: CN(C=O)C (dimethylformamide), [Cl-].[Na+].O (brine). Product: CC1=C(C=C(C=C1)[C@]1(O)[C@H](O)[C@@H](O)[C@H](O)[C@H](O1)CO)CC1=CC=C(C=C1)OC1CCCC1 (1-Methyl-2-(4-cyclopentyloxybenzyl)-4-(β-D-glucopyranos-1-yl)-benzene). As a reaction SMILES: I[CH:2]1[CH2:6][CH2:5][CH2:4][CH2:3]1.[CH3:7][C:8]1[CH:13]=[CH:12][C:11]([C@:14]2([O:23][C@H:22]([CH2:24][OH:25])[C@@H:20]([OH:21])[C@H:18]([OH:19])[C@H:16]2[OH:17])[OH:15])=[CH:10][C:9]=1[CH2:26][C:27]1[CH:32]=[CH:31][C:30]([OH:33])=[CH:29][CH:28]=1.C(=O)([O-])[O-].[Cs+].[Cs+]>CN(C)C=O.[Cl-].[Na+].O>[CH3:7][C:8]1[CH:13]=[CH:12][C:11]([C@:14]2([O:23][C@H:22]([CH2:24][OH:25])[C@@H:20]([OH:21])[C@H:18]([OH:19])[C@H:16]2[OH:17])[OH:15])=[CH:10][C:9]=1[CH2:26][C:27]1[CH:28]=[CH:29][C:30]([O:33][CH:2]2[CH2:6][CH2:5][CH2:4][CH2:3]2)=[CH:31][CH:32]=1 |f:2.3.4,6.7.8|. Reported procedure: 0.17 mL iodocyclopentane are added to a mixture of 0.38 g 1-methyl-4-(β-D-glucopyranos-1-yl)-2-(4-hydroxybenzyl)-benzene and 0.53 g cesium carbonate in 4 mL dimethylformamide. The mixture is stirred at 65° C. for 4 h, before another 0.35 g cesium carbonate and 0.1 mL iodocyclopentane are added. After stirring the mixture for an additional 14 h at 45° C. brine is added and the resulting mixture is extracted with ethyl acetate. The combined organic phases are dried over sodium sulfate, the solvent... Starting materials: CCc1cc(CC)c(-c2c(OCSC)c(C)nn(C)c2=O)c(CC)c1, O=C(OO)c1cccc(Cl)c1, ClCCl, [Na+], [Na+], O=S([O-])([O-])=S. Yields the product CCc1cc(CC)c(-c2c(OCS(C)=O)c(C)nn(C)c2=O)c(CC)c1. RXN SMILES: [CH3:1][n:2]1[n:3][c:4]([CH3:25])[c:5]([O:21][CH2:22][S:23][CH3:24])[c:6](-[c:9]2[c:10]([CH2:19][CH3:20])[cH:11][c:12]([CH2:17][CH3:18])[cH:13][c:14]2[CH2:15][CH3:16])[c:7]1=[O:8].[Cl:26][c:27]1[cH:28][cH:29][cH:30][c:31]([C:32]([O:33][OH:35])=[O:34])[cH:36]1.[Cl:44][CH2:45][Cl:46].[Na+:42].[Na+:43].[S:37]([O-:38])([O-:39])(=[O:40])=[S:41]>>[CH3:1][n:2]1[n:3][c:4]([CH3:25])[c:5]([O:21][CH2:22][S:23]([CH3:24])=[O:34])[c:6](-[c:9]2[c:10]([CH2:19][CH3:20])[cH:11][c:12]([CH2:17][CH3:18])[cH:13][c:14]2[CH2:15][CH3:16])[c:7]1=[O:8]. Starting materials: CC(C)(C)OC(=O)N1CCC(C(=O)O)CC1, CCOC(C)=O, C(=NC1CCCCC1)=NC1CCCCC1, Nc1cccc(Oc2ccc(F)cc2)c1, CN(C)C=O, On1nnc2cccnc21. Yields the product CC(C)(C)OC(=O)N1CCC(C(=O)Nc2cccc(Oc3ccc(F)cc3)c2)CC1. Reaction SMILES: [C:1](=[O:2])([O:3][C:4]([CH3:5])([CH3:6])[CH3:7])[N:8]1[CH2:9][CH2:10][CH:11]([C:14](=[O:15])[OH:16])[CH2:12][CH2:13]1.[CH3:57][CH2:58][O:59][C:60](=[O:61])[CH3:62].[CH:17]1([N:18]=[C:19]=[N:20][CH:21]2[CH2:22][CH2:23][CH2:24][CH2:25][CH2:26]2)[CH2:27][CH2:28][CH2:29][CH2:30][CH2:31]1.[F:42][c:43]1[cH:44][cH:45][c:46]([O:47][c:48]2[cH:49][c:50]([NH2:54])[cH:51][cH:52][cH:53]2)[cH:55][cH:56]1.[O:63]=[CH:64][N:65]([CH3:66])[CH3:67].[OH:32][n:33]1[c:34]2[n:35][cH:36][cH:37][cH:38][c:39]2[n:40][n:41]1>>[C:1](=[O:2])([O:3][C:4]([CH3:5])([CH3:6])[CH3:7])[N:8]1[CH2:9][CH2:10][CH:11]([C:14](=[O:16])[NH:54][c:50]2[cH:49][c:48]([O:47][c:46]3[cH:45][cH:44][c:43]([F:42])[cH:56][cH:55]3)[cH:53][cH:52][cH:51]2)[CH2:12][CH2:13]1. Reactants: C(C)(C)(C)P(C(C)(C)C)C(C)(C)C (tri-tert-butylphosphine), ClC1=C(C#N)C=CC=N1 (2-chloronicotinonitrile), FC1=C(C=C(C=C1)[N+](=O)[O-])B1OC(C(O1)(C)C)(C)C (2-(2-fluoro-5-nitrophenyl)-4,4,5,5-tetramethyl-[1,3,2]dioxaborolane), [F-].[K+] (potassium fluoride), solution. Reagents/catalysts: C=1C=CC(=CC1)/C=C/C(=O)/C=C/C2=CC=CC=C2.C=1C=CC(=CC1)/C=C/C(=O)/C=C/C2=CC=CC=C2.C=1C=CC(=CC1)/C=C/C(=O)/C=C/C2=CC=CC=C2.[Pd].[Pd] (tris(dibenzylideneacetone)dipalladium(0)). Run in O1CCCC1 (tetrahydrofuran), O1CCOCC1 (1,4-dioxane). Reaction conditions: temperature 50 celsius. Yields the product FC1=C(C=C(C=C1)[N+](=O)[O-])C1=C(C#N)C=CC=N1 (2-(2-Fluoro-5-nitrophenyl)nicotinonitrile). Yield: 85.8%. Reaction SMILES: Cl[C:2]1[N:9]=[CH:8][CH:7]=[CH:6][C:3]=1[C:4]#[N:5].[F:10][C:11]1[CH:16]=[CH:15][C:14]([N+:17]([O-:19])=[O:18])=[CH:13][C:12]=1B1OC(C)(C)C(C)(C)O1.[F-].[K+].C(P(C(C)(C)C)C(C)(C)C)(C)(C)C>O1CCCC1.O1CCOCC1.C1C=CC(/C=C/C(/C=C/C2C=CC=CC=2)=O)=CC=1.C1C=CC(/C=C/C(/C=C/C2C=CC=CC=2)=O)=CC=1.C1C=CC(/C=C/C(/C=C/C2C=CC=CC=2)=O)=CC=1.[Pd].[Pd]>[F:10][C:11]1[CH:16]=[CH:15][C:14]([N+:17]([O-:19])=[O:18])=[CH:13][C:12]=1[C:2]1[N:9]=[CH:8][CH:7]=[CH:6][C:3]=1[C:4]#[N:5] |f:2.3,7.8.9.10.11|. Procedure details: A mixture of 2-chloronicotinonitrile (2.49 g, 18.02 mmol), 2-(2-fluoro-5-nitrophenyl)-4,4,5,5-tetramethyl-[1,3,2]dioxaborolane (from Example 2, step d) (6.14 g, 23.43 mmol) and potassium fluoride (3.46 g, 59.47 mmol) in tetrahydrofuran (120 ml), was degassed with nitrogen for 30 min then treated with tris(dibenzylideneacetone)dipalladium(0) (0.33 g, 0.360 mmol), followed by tri-tert-butylphosphine (3.6 ml of a 0.2 M solution in 1,4-dioxane, 0.721 mmol). The mixture was degassed again before heat...